Dataset: the Open Reaction Database (ORD), a public repository of structured organic reaction records. Task: describe an organic reaction: reactants, conditions, products, and yield Yields the product CC1CCC(Nc2ncc(-c3ccc(N4CCOCC4)cc3)c(OCC3CCNCC3)n2)CC1. RXN SMILES: [CH3:1][CH:2]1[CH2:3][CH2:4][CH:5]([NH:8][c:9]2[n:10][cH:11][c:12](-[c:30]3[cH:31][cH:32][c:33]([N:36]4[CH2:37][CH2:38][O:39][CH2:40][CH2:41]4)[cH:34][cH:35]3)[c:13]([O:15][CH2:16][CH:17]3[CH2:18][CH2:19][N:20]([C:23]([O:24][C:25]([CH3:26])([CH3:27])[CH3:28])=[O:29])[CH2:21][CH2:22]3)[n:14]2)[CH2:6][CH2:7]1.[F:42][C:43]([F:44])([F:45])[C:46]([OH:47])=[O:48]>>[CH3:1][CH:2]1[CH2:3][CH2:4][CH:5]([NH:8][c:9]2[n:10][cH:11][c:12](-[c:30]3[cH:31][cH:32][c:33]([N:36]4[CH2:37][CH2:38][O:39][CH2:40][CH2:41]4)[cH:34][cH:35]3)[c:13]([O:15][CH2:16][CH:17]3[CH2:18][CH2:19][NH:20][CH2:21][CH2:22]3)[n:14]2)[CH2:6][CH2:7]1. Starting materials: CC1CCC(Nc2ncc(-c3ccc(N4CCOCC4)cc3)c(OCC3CCN(C(=O)OC(C)(C)C)CC3)n2)CC1, O=C(O)C(F)(F)F. Reactants: ClC=1N=C(C2=C(N1)C=C(S2)C=O)N2CCOCC2 (2-Chloro-4-morpholin-4-yl-thieno[3,2-d]pyrimidine-6-carbaldehyde), N1CCC(CC1)CN1CCCCC1 (1-(piperidin-4-ylmethyl)piperidine). Product: ClC=1N=C(C2=C(N1)C=C(S2)CN2CCC(CC2)CN2CCCCC2)N2CCOCC2 (2-chloro-4-morpholin-4-yl-6-(4-piperidin-1-ylmethyl-piperidin-1-ylmethyl)-thieno[3,2-d]pyrimidine). RXN SMILES: [Cl:1][C:2]1[N:3]=[C:4]([N:13]2[CH2:18][CH2:17][O:16][CH2:15][CH2:14]2)[C:5]2[S:10][C:9]([CH:11]=O)=[CH:8][C:6]=2[N:7]=1.[NH:19]1[CH2:24][CH2:23][CH:22]([CH2:25][N:26]2[CH2:31][CH2:30][CH2:29][CH2:28][CH2:27]2)[CH2:21][CH2:20]1>>[Cl:1][C:2]1[N:3]=[C:4]([N:13]2[CH2:18][CH2:17][O:16][CH2:15][CH2:14]2)[C:5]2[S:10][C:9]([CH2:11][N:19]3[CH2:20][CH2:21][CH:22]([CH2:25][N:26]4[CH2:31][CH2:30][CH2:29][CH2:28][CH2:27]4)[CH2:23][CH2:24]3)=[CH:8][C:6]=2[N:7]=1. Reported procedure: 2-Chloro-4-morpholin-4-yl-thieno[3,2-d]pyrimidine-6-carboxaldehyde 10 was reacted with 1-(piperidin-4-ylmethyl)piperidine using standard reductive amination conditions. The resulting crude solid was triturated with methanol to give 2-chloro-4-morpholin-4-yl-6-(4-piperidin-1-ylmethyl-piperidin-1-ylmethyl)-thieno[3,2-d]pyrimidine, which was reacted with 5-(4,4,5,5-tetramethyl-[1,3,2]dioxaborolan-2-yl)-pyrimidin-2-ylamine according to General Procedure A. The resulting solid was triturated with met...